This data is from the Open Reaction Database (ORD), a public repository of structured organic reaction records. The task is: describe an organic reaction: reactants, conditions, products, and yield The reactants are C(C)(C)C1=CC=C(C=C1)C1=NC2=C(N1CCOC)C(=CC(=C2)C(C2=CC=CC=C2)OC(C)=O)OC (acetic acid[2-(4-isopropyl-phenyl)-7-methoxy-1-(2-methoxy-ethyl)-1H-benzoimidazol-5-yl]-phenyl-methyl ester), CO (MeOH). The reagents and catalysts are [Pd] (Pd/C). The solvent is C1CCOC1 (THF). Product: C(C1=CC=CC=C1)C1=CC2=C(N(C(=N2)C2=CC=C(C=C2)C(C)C)CCOC)C(=C1)OC (5-Benzyl-2-(4-isopropyl-phenyl)-7-methoxy-1-(2-methoxy-ethyl)-1H-benzoimidazole). Isolated yield 91.3%. RXN SMILES: [CH:1]([C:4]1[CH:9]=[CH:8][C:7]([C:10]2[N:14]([CH2:15][CH2:16][O:17][CH3:18])[C:13]3[C:19]([O:34][CH3:35])=[CH:20][C:21]([CH:23](OC(=O)C)[C:24]4[CH:29]=[CH:28][CH:27]=[CH:26][CH:25]=4)=[CH:22][C:12]=3[N:11]=2)=[CH:6][CH:5]=1)([CH3:3])[CH3:2].CO>C1COCC1.[Pd]>[CH2:23]([C:21]1[CH:20]=[C:19]([O:34][CH3:35])[C:13]2[N:14]([CH2:15][CH2:16][O:17][CH3:18])[C:10]([C:7]3[CH:8]=[CH:9][C:4]([CH:1]([CH3:3])[CH3:2])=[CH:5][CH:6]=3)=[N:11][C:12]=2[CH:22]=1)[C:24]1[CH:25]=[CH:26][CH:27]=[CH:28][CH:29]=1. Procedure: A solution of 150 mg (0.317 mmol) acetic acid[2-(4-isopropyl-phenyl)-7-methoxy-1-(2-methoxy-ethyl)-1H-benzoimidazol-5-yl]-phenyl-methyl ester in 8 ml THF:MeOH=1:2 is hydrogenated in the presence of 50 mg Pd/C (Engelhard 4505). Then the catalyst is filtered off and the filtrate is concentrated in vacuo to afford 120 mg of the title compound as a colorless oil. Starting materials: C(CCC)[Li].CCCCCC (n-butyllithium n-hexane), [Cl-].[NH4+] (ammonium chloride), C(CCC)[Li].CCCCCC (n-butyllithium n-hexane), CSC=1N=CN2C1SC=C2 (7-methylthioimidazo[5,1-b]thiazole), C[Si](C)(C)Cl (Trimethylsilyl chloride). Run in C1CCOC1 (THF). Conditions: temperature -30 celsius, time 25 minute. Product: CSC=1N=CN2C1SC(=C2)[Si](C)(C)C (7-methylthio-2-trimethylsilylimidazo[5,1-b]-thiazole). As a reaction SMILES: C([Li])CCC.CCCCCC.[CH3:12][S:13][C:14]1[N:15]=[CH:16][N:17]2[CH:21]=[CH:20][S:19][C:18]=12.[CH3:22][Si:23](Cl)([CH3:25])[CH3:24].[Cl-].[NH4+]>C1COCC1>[CH3:12][S:13][C:14]1[N:15]=[CH:16][N:17]2[CH:21]=[C:20]([Si:23]([CH3:25])([CH3:24])[CH3:22])[S:19][C:18]=12 |f:0.1,4.5|. Reported procedure: A 1.59 N n-butyllithium/n-hexane solution (9.91 ml) was added dropwise in an argon atmosphere at −50° C. to a solution of 2.55 g of 7-methylthioimidazo[5,1-b]thiazole in 100 ml of THF. The mixture was stirred at the same temperature for 25 min. Trimethylsilyl chloride (2.08 ml) was added thereto, and the mixture was stirred for 30 min. The temperature of the system was raised to −30° C. A 1.59 N n-butyllithium/n-hexane solution (5.72 ml) was added dropwise thereto, and the mixture was stirred at... Starting materials: CCOC(=O)C(C)(O)CN(Cc1ccc(-c2cc(Cl)ccc2F)cc1)NC(=O)c1cc(O)no1, CC(C)CO, Cl, C1COCCO1. The product is CC(C)COC(=O)C(C)(O)CN(Cc1ccc(-c2cc(Cl)ccc2F)cc1)NC(=O)c1cc(O)no1. Reaction SMILES: [CH2:1]([O:3][C:4](=[O:2])[C:5]([CH2:6][N:7]([NH:8][C:9](=[O:10])[c:11]1[cH:12][c:13]([OH:16])[n:14][o:15]1)[CH2:17][c:18]1[cH:19][cH:20][c:21](-[c:24]2[c:25]([F:31])[cH:26][cH:27][c:28]([Cl:30])[cH:29]2)[cH:22][cH:23]1)([CH3:32])[OH:33])[CH3:34].[CH2:35]([CH:36]([CH3:37])[CH3:38])[OH:39].[ClH:40].[O:41]1[CH2:42][CH2:43][O:44][CH2:45][CH2:46]1>>[O:3]=[C:4]([C:5]([CH2:6][N:7]([NH:8][C:9](=[O:10])[c:11]1[cH:12][c:13]([OH:16])[n:14][o:15]1)[CH2:17][c:18]1[cH:19][cH:20][c:21](-[c:24]2[c:25]([F:31])[cH:26][cH:27][c:28]([Cl:30])[cH:29]2)[cH:22][cH:23]1)([CH3:32])[OH:33])[O:39][CH2:35][CH:36]([CH3:37])[CH3:38].